This data is from the Open Reaction Database (ORD), a public repository of structured organic reaction records. The task is: describe an organic reaction: reactants, conditions, products, and yield Reactants: O=[N+]([O-])c1ncc2c(Br)coc2c1O, CC(Oc1c([N+](=O)[O-])ncc2c(Br)coc12)c1c(Cl)cccc1Cl, CC(O)c1c(Cl)cccc1Cl, CC(Oc1c([N+](=O)[O-])ncc2ccoc12)c1c(Cl)ccc(F)c1Cl, Cl, [Fe]. The product is CC(Oc1c(N)ncc2c(Br)coc12)c1c(Cl)cccc1Cl. Reaction SMILES: [Br:1][c:2]1[c:3]2[cH:4][n:5][c:6]([N+:7]([O-:8])=[O:9])[c:10]([OH:11])[c:12]2[o:13][cH:14]1.[Br:50][c:51]1[cH:52][o:53][c:54]2[c:55]1[cH:56][n:57][c:58]([N+:71]([O-:72])=[O:73])[c:59]2[O:60][CH:61]([CH3:62])[c:63]1[c:64]([Cl:70])[cH:65][cH:66][cH:67][c:68]1[Cl:69].[Cl:15][c:16]1[cH:17][cH:18][cH:19][c:20]([Cl:21])[c:22]1[CH:23]([OH:24])[CH3:25].[Cl:26][c:27]1[c:28]([F:29])[cH:30][cH:31][c:32]([Cl:33])[c:34]1[CH:35]([O:36][c:37]1[c:38]2[o:39][cH:40][cH:41][c:42]2[cH:43][n:44][c:45]1[N+:46]([O-:47])=[O:48])[CH3:49].[ClH:75].[Fe:74]>>[Br:50][c:51]1[cH:52][o:53][c:54]2[c:55]1[cH:56][n:57][c:58]([NH2:71])[c:59]2[O:60][CH:61]([CH3:62])[c:63]1[c:64]([Cl:70])[cH:65][cH:66][cH:67][c:68]1[Cl:69]. The product is [Br-], CCCCC(C)c1cc(O)c2c(c1)OC(C)(C)CC2c1cc[n+](CCc2ccccc2)cc1. RXN SMILES: [CH3:1][CH:2]([CH2:3][CH2:4][CH2:5][CH3:6])[c:7]1[cH:8][c:9]([OH:25])[c:10]2[c:15]([cH:16]1)[O:14][C:13]([CH3:17])([CH3:18])[CH2:12][CH:11]2[c:19]1[cH:20][cH:21][n:22][cH:23][cH:24]1.[CH3:35][C:36](=[O:37])[CH3:38].[c:26]1([CH2:32][CH2:33][Br:34])[cH:27][cH:28][cH:29][cH:30][cH:31]1>>[Br-:34].[CH3:1][CH:2]([CH2:3][CH2:4][CH2:5][CH3:6])[c:7]1[cH:8][c:9]([OH:25])[c:10]2[c:15]([cH:16]1)[O:14][C:13]([CH3:17])([CH3:18])[CH2:12][CH:11]2[c:19]1[cH:20][cH:21][n+:22]([CH2:33][CH2:32][c:26]2[cH:27][cH:28][cH:29][cH:30][cH:31]2)[cH:23][cH:24]1. Starting materials: CCCCC(C)c1cc(O)c2c(c1)OC(C)(C)CC2c1ccncc1, CC(C)=O, BrCCc1ccccc1. Starting materials: CC1(CC=2C=C(C=NC2NC1=O)/C=C/C(=O)OC(C)(C)C)C ((E)-tert-butyl 3-(6,6-dimethyl-7-oxo-5,6,7,8-tetrahydro-1,8-naphthyridin-3-yl)acrylate), C(=O)(C(F)(F)F)O (TFA). Solvent: C(Cl)Cl (CH2Cl2). Conditions: time 2 hour. Product: CC1(CC=2C=C(C=NC2NC1=O)/C=C/C(=O)O)C ((E)-3-(6,6-dimethyl-7-oxo-5,6,7,8-tetrahydro-1,8-naphthyridin-3-yl)acrylic acid). As a reaction SMILES: [CH3:1][C:2]1([CH3:22])[C:11](=[O:12])[NH:10][C:9]2[N:8]=[CH:7][C:6](/[CH:13]=[CH:14]/[C:15]([O:17]C(C)(C)C)=[O:16])=[CH:5][C:4]=2[CH2:3]1.C(O)(C(F)(F)F)=O>C(Cl)Cl>[CH3:1][C:2]1([CH3:22])[C:11](=[O:12])[NH:10][C:9]2[N:8]=[CH:7][C:6](/[CH:13]=[CH:14]/[C:15]([OH:17])=[O:16])=[CH:5][C:4]=2[CH2:3]1. Procedure: A solution of (E)-tert-butyl 3-(6,6-dimethyl-7-oxo-5,6,7,8-tetrahydro-1,8-naphthyridin-3-yl)acrylate (165 mg, 0.55 mmol) in CH2Cl2 (10 mL) was treated with TFA (10 mL). After stirring at room temperature for 2 h, the solution was concentrated in vacuo. The resulting crude product was treated with anhydrous HCl in dioxane (4 mL, 4.0 M) and sonicated for 15 min. The off-white solid product was then isolated by filtration and dried under vacuum. Yield: 152 mg (quant); 1H NMR (300 MHz, DMSO-d6) δ 10... The reactants are solution, C(CCC)[Li] (butyllithium), BrC1=CC=C(N)C=C1 (4-bromoaniline), BrC1=CC=C(N)C=C1 (4-bromoaniline), BrCC1=CC(=NN1C1=C(C=CC=C1)Cl)C(F)(F)F (5-(bromomethyl)-1-(2-chlorophenyl)-3-(trifluoromethyl)-1H-pyrazole), C(C)(=O)O (acetic acid). Run in CCCCCC (hexane), C1CCOC1 (THF), C1CCOC1 (THF). Conditions: time 10 minute. Product: BrC1=CC=C(NCC2=CC(=NN2C2=C(C=CC=C2)Cl)C(F)(F)F)C=C1 (4-bromo-N-((1-(2-chlorophenyl)-3-(trifluoromethyl)-1H-pyrazol-5-yl)methyl)aniline). Reaction SMILES: [Br:1][C:2]1[CH:8]=[CH:7][C:5]([NH2:6])=[CH:4][CH:3]=1.C([Li])CCC.Br[CH2:15][C:16]1[N:20]([C:21]2[CH:26]=[CH:25][CH:24]=[CH:23][C:22]=2[Cl:27])[N:19]=[C:18]([C:28]([F:31])([F:30])[F:29])[CH:17]=1.C(O)(=O)C>CCCCCC.C1COCC1>[Br:1][C:2]1[CH:8]=[CH:7][C:5]([NH:6][CH2:15][C:16]2[N:20]([C:21]3[CH:26]=[CH:25][CH:24]=[CH:23][C:22]=3[Cl:27])[N:19]=[C:18]([C:28]([F:31])([F:29])[F:30])[CH:17]=2)=[CH:4][CH:3]=1. Reported procedure: Into a dry, nitrogen-flushed 250 mL round-bottom flask was placed 4.0 g of 4-bromoaniline (23 mmol). After addition of THF (30 mL), the resulting solution was cooled in an ice bath. 14 mL of a 1.6 M solution in hexane of butyllithium (22 mmol) was added dropwise to the 4-bromoaniline solution to afford a beige suspension. After 10 minutes stirring, the cold suspension was treated with 6.0 g of 5-(bromomethyl)-1-(2-chlorophenyl)-3-(trifluoromethyl)-1H-pyrazole (18 mmol) as a solution in THF (30 m...